Dataset: the Open Reaction Database (ORD), a public repository of structured organic reaction records. Task: describe an organic reaction: reactants, conditions, products, and yield The reactants are N(=O)[O-].[Na+] (sodium nitrite), C(C1=CC=CC=C1)OC(=O)N1CC(CC1)OC1=CC(=C(C=C1)N)CS(=O)(=O)C1=CC=CC2=CC=CC=C12 (3-[4-amino-3-(naphthalene-1-sulfonylmethyl)-phenoxy]-pyrrolidine-1-carboxylic acid benzyl ester), C([O-])([O-])=O.[Na+].[Na+] (sodium carbonate). The solvent is O (water), C(C)O (ethanol), Cl (hydrochloric acid). Run at time 50 minute. The product is C(C1=CC=CC=C1)OC(=O)N1CC(CC1)OC=1C=C2C(=NNC2=CC1)S(=O)(=O)C1=CC=CC2=CC=CC=C12 (3-[3-(naphthalene-1-sulfonyl)-1H-indazol-5-yloxy]-pyrrolidine-1-carboxylic acid benzyl ester). The yield is 70.1%. As a reaction SMILES: [CH2:1]([O:8][C:9]([N:11]1[CH2:15][CH2:14][CH:13]([O:16][C:17]2[CH:22]=[CH:21][C:20]([NH2:23])=[C:19]([CH2:24][S:25]([C:28]3[C:37]4[C:32](=[CH:33][CH:34]=[CH:35][CH:36]=4)[CH:31]=[CH:30][CH:29]=3)(=[O:27])=[O:26])[CH:18]=2)[CH2:12]1)=[O:10])[C:2]1[CH:7]=[CH:6][CH:5]=[CH:4][CH:3]=1.[N:38]([O-])=O.[Na+].C(=O)([O-])[O-].[Na+].[Na+]>C(O)C.Cl.O>[CH2:1]([O:8][C:9]([N:11]1[CH2:15][CH2:14][CH:13]([O:16][C:17]2[CH:18]=[C:19]3[C:20](=[CH:21][CH:22]=2)[NH:23][N:38]=[C:24]3[S:25]([C:28]2[C:37]3[C:32](=[CH:33][CH:34]=[CH:35][CH:36]=3)[CH:31]=[CH:30][CH:29]=2)(=[O:27])=[O:26])[CH2:12]1)=[O:10])[C:2]1[CH:7]=[CH:6][CH:5]=[CH:4][CH:3]=1 |f:1.2,3.4.5|. Procedure: A suspension of 3-[4-amino-3-(naphthalene-1-sulfonylmethyl)-phenoxy]-pyrrolidine-1-carboxylic acid benzyl ester (2.36 g, 4.57 mmol) in ethanol and 1.0 N hydrochloric acid (85 mL) was heated to aid dissolution. The reaction mixture was treated slowly with sodium nitrite (0.549 g, 7.96 mmol) in water, stirred at ambient temperatures for 50 minutes, basified with solid sodium carbonate, stirred at ambient temperatures for 30 minutes and concentrated in vacuo. The resultant residue was partitioned i... The reactants are COC1=CC=C(COC(=O)N2[C@H](C(=O)O)C[C@H](C2)O)C=C1 (trans-1-p-methoxybenzyloxycarbonyl-4-hydroxyproline), [BH4-].[Na+] (sodium borohydride), Cl (hydrochloric acid), ClC(=O)OCC (ethyl chloroformate). Run in O1CCCC1 (tetrahydrofuran), C(C)N(CC)CC (triethylamine), O (water). Reaction conditions: time 20 minute. The product is COC1=CC=C(COC(=O)N2[C@@H](C[C@H](C2)O)CO)C=C1 ((2S,4R)-1-p-methoxybenzyloxycarbonyl-4-hydroxy-pyrrolidine-2-methanol). Reaction SMILES: [CH3:1][O:2][C:3]1[CH:21]=[CH:20][C:6]([CH2:7][O:8][C:9]([N:11]2[CH2:18][C@H:17]([OH:19])[CH2:16][C@H:12]2[C:13](O)=[O:14])=[O:10])=[CH:5][CH:4]=1.ClC(OCC)=O.[BH4-].[Na+].Cl>O1CCCC1.C(N(CC)CC)C.O>[CH3:1][O:2][C:3]1[CH:4]=[CH:5][C:6]([CH2:7][O:8][C:9]([N:11]2[CH2:18][C@H:17]([OH:19])[CH2:16][C@H:12]2[CH2:13][OH:14])=[O:10])=[CH:20][CH:21]=1 |f:2.3|. Procedure details: To a solution of trans-1-p-methoxybenzyloxycarbonyl-4-hydroxyproline (105.5 g: 357.5 mmole) in tetrahydrofuran (1 liter), triethylamine (54.8 ml) is added. After adding ethyl chloroformate (35.9 ml) dropwise at -30° C., the mixture is stirred for 20 minutes. To the reaction mixture, a solution of sodium borohydride (33.25 g) in water (120 ml) is added dropwise at a temperature in the range of -15° to -5° C., neutralized with conc. hydrochloric acid, and concentrated in vacuo. To the residue, eth... Reactants: Cl (hydrochloric acid), FC1=C(C=CC(=C1)F)[C@@](CO)(COC(CC)=O)O ((R)-2-(2,4-difluorophenyl)-3-propionyloxy-1,2-propanediol), N1=CC=CC=C1 (pyridine), CS(=O)(=O)Cl (methanesulfonyl chloride). The solvent is C(C)(=O)OCC (ethyl acetate). Reaction conditions: time 16 hour. Yields the product FC1=C(C=CC(=C1)F)[C@](COC(CC)=O)(COS(=O)(=O)C)O ((S)-2-(2,4-difluorophenyl)-1-propionyloxy-3-methanesulfonyloxy-2-propanol). Isolated yield 81.5%. As a reaction SMILES: [F:1][C:2]1[CH:7]=[C:6]([F:8])[CH:5]=[CH:4][C:3]=1[C@:9]([OH:18])([CH2:12][O:13][C:14](=[O:17])[CH2:15][CH3:16])[CH2:10][OH:11].[CH3:19][S:20](Cl)(=[O:22])=[O:21].N1C=CC=CC=1.Cl>C(OCC)(=O)C>[F:1][C:2]1[CH:7]=[C:6]([F:8])[CH:5]=[CH:4][C:3]=1[C@@:9]([OH:18])([CH2:10][O:11][S:20]([CH3:19])(=[O:22])=[O:21])[CH2:12][O:13][C:14](=[O:17])[CH2:15][CH3:16]. Reported procedure: Into a solution wherein 0.5 g of (R)-2-(2,4-difluorophenyl)-3-propionyloxy-1,2-propanediol obtained in Example 37 was dissolved in 5 ml of ethyl acetate was added dropwise 0.66 g of methanesulfonyl chloride at a temperature of 0° to 5° C., and thereto was added dropwise 0.46 g of pyridine at a temperature of 0° to 5° C. After dropping, the resulting liquid was stirred at room temperature for 16 hours. To the reaction mixture was added 20 ml of 1N hydrochloric acid and an organic layer separated.... The reactants are CC(CCCCC)=O (2-heptanone), Ca[AlH2 (OCH2CH2OCH3)2 ]2. Run in C1(=CC=CC=C1)C (toluene), C1(=CC=CC=C1)C (toluene), C1(=CC=CC=C1)C (toluene). Conditions: time 30 minute. Product: CC(CCCCC)O (2-heptanol), CC(CCCCC)=O (2-heptanone). Reaction SMILES: [CH3:1][C:2](=[O:8])[CH2:3][CH2:4][CH2:5][CH2:6][CH3:7]>C1(C)C=CC=CC=1>[CH3:1][CH:2]([OH:8])[CH2:3][CH2:4][CH2:5][CH2:6][CH3:7].[CH3:1][C:2](=[O:8])[CH2:3][CH2:4][CH2:5][CH2:6][CH3:7]. Procedure: Operating under the conditions of Example 1, 1 millimol of 2-heptanone in toluene (1 ml of a 1M soln.) is reacted with 0.375 millimol of Ca[AlH2 (OCH2CH2OCH3)2 ]2 in toluene (1.78 ml of a 0.21M soln.) during 30 mins. at room temperature. After treating the reaction mixture according to the procedure of Example 1, the resultant toluene solution is gaschromatographically analyzed. The yield of 2-heptanol, the result of the reduction of 2-heptanone, is quantitative. Starting materials: C(C)(=O)NC1CN(CC1)C1=C(C=C2C(C(=CN(C2=N1)CCF)C(=O)OCC)=O)F (ethyl 7-(3-acetylamino-1-pyrrolidinyl)-6-fluoro-1-(2-fluoroethyl)-1,4-dihydro-4-oxo-1,8-naphthyridine-3-carboxylate), C(C)O (ethanol). Solvent: Cl (hydrochloric acid). Yields the product NC1CN(CC1)C1=C(C=C2C(C(=CN(C2=N1)CCF)C(=O)O)=O)F (7-(3-amino-1-pyrrolidinyl)-6-fluoro-1-(2-fluoroethyl)-1,4-dihydro-4-oxo-1,8-naphthyridine-3-carboxylic acid). Yield: 74.8%. Reaction SMILES: C([NH:4][CH:5]1[CH2:9][CH2:8][N:7]([C:10]2[N:19]=[C:18]3[C:13]([C:14](=[O:28])[C:15]([C:23]([O:25]CC)=[O:24])=[CH:16][N:17]3[CH2:20][CH2:21][F:22])=[CH:12][C:11]=2[F:29])[CH2:6]1)(=O)C.C(O)C>Cl>[NH2:4][CH:5]1[CH2:9][CH2:8][N:7]([C:10]2[N:19]=[C:18]3[C:13]([C:14](=[O:28])[C:15]([C:23]([OH:25])=[O:24])=[CH:16][N:17]3[CH2:20][CH2:21][F:22])=[CH:12][C:11]=2[F:29])[CH2:6]1. Procedure details: A mixture of ethyl 7-ethylsulfonyl-6-fluoro-1-(2-fluoroethyl)-1,4-dihydro-4-oxo-1,8-naphthyridine-3-carboxylate (19.8 g) obtained according to the Reference Example 2, 3-acetylaminopyrrolidine (10.2 g), triethylamine (7.4 ml), and ethanol (400 ml) was heated under reflux for 2 hours. After cooling, the resulting crystals were collected by filtration, and recrystallized from chloroform-ethanol to give 16.8 g of ethyl 7-(3-acetylamino-1-pyrrolidinyl)-6-fluoro-1-(2-fluoroethyl)-1,4-dihydro-4-oxo-1,... Starting materials: OC1=CC=C(CCNC(OC(C)(C)C)=O)C=C1 (t-butyl [4-hydroxyphenethyl]carbamate), CS(=O)(=O)OCCOCC (2-ethoxyethyl methanesulfonate), ice water. Run in CN(C=O)C (dimethylformamide). Run at time 15 minute. Product: C(C)OCCOC1=CC=C(CCNC(OC(C)(C)C)=O)C=C1 (t-butyl [ 4-(2-ethoxyethoxy)phenethyl]carbamate). Isolated yield 86.2%. Reaction SMILES: [OH:1][C:2]1[CH:17]=[CH:16][C:5]([CH2:6][CH2:7][NH:8][C:9](=[O:15])[O:10][C:11]([CH3:14])([CH3:13])[CH3:12])=[CH:4][CH:3]=1.CS(O[CH2:23][CH2:24][O:25][CH2:26][CH3:27])(=O)=O>CN(C)C=O>[CH2:24]([O:25][CH2:26][CH2:27][O:1][C:2]1[CH:17]=[CH:16][C:5]([CH2:6][CH2:7][NH:8][C:9](=[O:15])[O:10][C:11]([CH3:14])([CH3:12])[CH3:13])=[CH:4][CH:3]=1)[CH3:23]. Procedure details: 3.06 g of a 55% sodium hydride dispersion in oil were washed with hexane and covered with 85 ml of dimethylformamide. 17.0 g (71.6 mmol) of t-butyl [4-hydroxyphenethyl]carbamate [see F. Rocchiccioli et al., Tetrahedron, 34, 2917 (1978)] were then added while cooling with ice and the reaction mixture was stirred at room temperature for 15 minutes. After cooling to 0° a solution of 12.04 g (71.6 mmol) of 2-ethoxyethyl methanesulfonate in 85 ml of dimethylformamide was added dropwise within 10 minu... Reported procedure: 3,4,5-Trimethyl-2(3H)thiazolone hydrazone hydrochloride was prepared from 4-methyl-3-thiosemicarbazide and 3-chloro-2-butanone by a method similar to that used in Example (1a). Reactants: CNC(NN)=S (4-methyl-3-thiosemicarbazide), ClC(C(C)=O)C (3-chloro-2-butanone). As a reaction SMILES: [CH3:1][NH:2][C:3](=[S:6])[NH:4][NH2:5].[Cl:7][CH:8]([CH3:12])[C:9](=O)[CH3:10]>>[ClH:7].[CH3:1][N:2]1[C:9]([CH3:10])=[C:8]([CH3:12])[S:6][C:3]1=[N:4][NH2:5] |f:2.3|. The product is Cl.CN1C(SC(=C1C)C)=NN (3,4,5-Trimethyl-2(3H)thiazolone hydrazone hydrochloride).